Dataset: the Open Reaction Database (ORD), a public repository of structured organic reaction records. Task: describe an organic reaction: reactants, conditions, products, and yield Reactants: COC(C)(C)C, C1CCOC1, CO, C[Si](C)(C)C#Cc1cnc2c(C(F)(F)F)cc(-c3ccc(C(F)(F)F)cc3)cn12, [K+], [K+], O=C([O-])[O-], O. Product: C#Cc1cnc2c(C(F)(F)F)cc(-c3ccc(C(F)(F)F)cc3)cn12. Reaction SMILES: [C:43]([O:44][CH3:45])([CH3:46])([CH3:47])[CH3:48].[CH2:36]1[O:37][CH2:38][CH2:39][CH2:40]1.[CH3:41][OH:42].[F:1][C:2]([c:3]1[c:4]2[n:5]([cH:6][c:7](-[c:9]3[cH:10][cH:11][c:12]([C:15]([F:16])([F:17])[F:18])[cH:13][cH:14]3)[cH:8]1)[c:19]([C:22]#[C:23][Si:24]([CH3:25])([CH3:26])[CH3:27])[cH:20][n:21]2)([F:28])[F:29].[K+:30].[K+:31].[O-:32][C:33]([O-:34])=[O:35].[OH2:49]>>[F:1][C:2]([c:3]1[c:4]2[n:5]([cH:6][c:7](-[c:9]3[cH:10][cH:11][c:12]([C:15]([F:16])([F:17])[F:18])[cH:13][cH:14]3)[cH:8]1)[c:19]([C:22]#[CH:23])[cH:20][n:21]2)([F:28])[F:29].